From a dataset of the Open Reaction Database (ORD), a public repository of structured organic reaction records. describe an organic reaction: reactants, conditions, products, and yield Starting materials: C(C)OC(CC(C(C)(C)C)=O)=O (ethyl4,4-dimethyl-3-oxopentanoate), FC=1C=C(CN)C=CC1F (3,4-difluorobenzylamine). RXN SMILES: C(O[C:4](=[O:12])[CH2:5][C:6](=[O:11])[C:7]([CH3:10])([CH3:9])[CH3:8])C.[F:13][C:14]1[CH:15]=[C:16]([CH:19]=[CH:20][C:21]=1[F:22])[CH2:17][NH2:18]>C1(C)C=CC=CC=1>[F:13][C:14]1[CH:15]=[C:16]([CH:19]=[CH:20][C:21]=1[F:22])[CH2:17][NH:18][C:4](=[O:12])[CH2:5][C:6](=[O:11])[C:7]([CH3:8])([CH3:9])[CH3:10]. Run in C1(=CC=CC=C1)C (toluene). Procedure: A solution of ethyl4,4-dimethyl-3-oxopentanoate (Alfa Aesar, 2.4 g, 14 mmol) and 3,4-difluorobenzylamine (Aldrich, 2.0 g, 14 mmol) in toluene (15 ml) was refluxed for 24 h. The solvent was removed to yield the title compound as an off-white wax. Used without further purification. The product is FC=1C=C(CNC(CC(C(C)(C)C)=O)=O)C=CC1F (N-(3,4-Difluorobenzyl)-4,4-dimethyl-3-oxopentanamide). Reactants: F (hydrofluoric acid), BrC=1C=C(C(=O)Cl)C=CC1OC(F)(F)F (3-bromo-4-trifluoromethoxy-benzoyl chloride), Cl (hydrogen chloride), Cl (hydrogen chloride). Product: BrC=1C=C(C(=O)F)C=CC1OC(F)(F)F (3-bromo-4-trifluoromethoxybenzoyl fluoride). Isolated yield 88.7%. RXN SMILES: [Br:1][C:2]1[CH:3]=[C:4]([CH:8]=[CH:9][C:10]=1[O:11][C:12]([F:15])([F:14])[F:13])[C:5](Cl)=[O:6].Cl.[FH:17]>>[Br:1][C:2]1[CH:3]=[C:4]([CH:8]=[CH:9][C:10]=1[O:11][C:12]([F:15])([F:14])[F:13])[C:5]([F:17])=[O:6]. Procedure: 100 ml of anhydrous hydrofluoric acid were cooled to -10° C. 420 g of 3-bromo-4-trifluoromethoxy-benzoyl chloride were added dropwise in the course of two hours at -5° to 0° C., with vigorous evolution of hydrogen chloride. After the evolution of hydrogen chloride had ceased, the temperature was allowed to increase and the reaction allowed to go to completion at 20° C. The excess hydrofluoric acid was distilled off. The residue was purified by distillation. 352.8 g (88.7% of theory) of 3-bromo-4... Procedure details: 3,4,5-Trihydroxybenzaldehyde (628 mg, 3.6 mmol) was dissolved in dimethylformamide (30 mL), and potassium carbonate (2.0 g, 14 mmol) was added thereto, followed by stirring at room temperature for 30 minutes. Next, chloromethyl methyl ether (0.96 mL, 13 mmol) was added thereto, followed by stirring at room temperature for 2 hours. After the conventional post-treatment, the residue was purified by preparative thin layer chromatography (developed with chloroform/methanol=98/2) to give 3-hydroxy-4,... Conditions: time 30 minute. The yield is 17.0%. Reactants: C([O-])([O-])=O.[K+].[K+] (potassium carbonate), OC=1C=C(C=O)C=C(C1O)O (3,4,5-Trihydroxybenzaldehyde), CN(C=O)C (dimethylformamide), COCCl (chloromethyl methyl ether). RXN SMILES: [OH:1][C:2]1[CH:3]=[C:4]([CH:7]=[C:8]([OH:11])[C:9]=1[OH:10])[CH:5]=[O:6].[C:12](=[O:15])([O-])[O-].[K+].[K+].[CH3:18][O:19][CH2:20]Cl.[CH3:22]N(C)C=O>>[OH:1][C:2]1[CH:3]=[C:4]([CH:7]=[C:8]([O:11][CH2:22][O:15][CH3:12])[C:9]=1[O:10][CH2:18][O:19][CH3:20])[CH:5]=[O:6] |f:1.2.3|. The product is OC=1C=C(C=O)C=C(C1OCOC)OCOC (3-hydroxy-4,5-bis(methoxymethoxy)benzaldehyde).